From a dataset of the Open Reaction Database (ORD), a public repository of structured organic reaction records. describe an organic reaction: reactants, conditions, products, and yield The reactants are NCCCN1C(=NC=2C(=NC=3C=CC=CC3C21)N)CCOC (1-(3-aminopropyl)-2-(2-methoxyethyl)-1H-imidazo[4,5-c]quinolin-4-amine), C1(=CC=CC=C1)N=C=O (phenyl isocyanate). The product is NC1=NC=2C=CC=CC2C2=C1N=C(N2CCCNC(=O)NC2=CC=CC=C2)CCOC (N-{3-[4-amino-2-(2-methoxyethyl)-1H-imidazo[4,5-c]quinolin-1-yl]propyl}-N′-phenylurea). Isolated yield 32.0%. As a reaction SMILES: [NH2:1][CH2:2][CH2:3][CH2:4][N:5]1[C:17]2[C:16]3[CH:15]=[CH:14][CH:13]=[CH:12][C:11]=3[N:10]=[C:9]([NH2:18])[C:8]=2[N:7]=[C:6]1[CH2:19][CH2:20][O:21][CH3:22].[C:23]1([N:29]=[C:30]=[O:31])[CH:28]=[CH:27][CH:26]=[CH:25][CH:24]=1>>[NH2:18][C:9]1[C:8]2[N:7]=[C:6]([CH2:19][CH2:20][O:21][CH3:22])[N:5]([CH2:4][CH2:3][CH2:2][NH:1][C:30]([NH:29][C:23]3[CH:28]=[CH:27][CH:26]=[CH:25][CH:24]=3)=[O:31])[C:17]=2[C:16]2[CH:15]=[CH:14][CH:13]=[CH:12][C:11]=2[N:10]=1. Procedure: Using the general method of Example 149, 1-(3-aminopropyl)-2-(2-methoxyethyl)-1H-imidazo[4,5-c]quinolin-4-amine (1.50 g, 5.01 mmol) was reacted with phenyl isocyanate (660 mg, 5.51 mmol). Recrystallization from acetonitrile provided 670 mg of N-{3-[4-amino-2-(2-methoxyethyl)-1H-imidazo[4,5-c]quinolin-1-yl]propyl}-N′-phenylurea as light orange needles, m.p. ˜40° C. Analysis: Calculated for C23H26N6O2.1.0C2H3N: %C, 65.34; %H, 6.36; %N, 21.34; Found: %C, 65.13; %H, 6.26; %N, 21.35. The reactants are C(C)OC(=O)CC1=C(C(=O)O)C=CC(=C1)OCCN1CCOCC1 (2-ethoxycarbonylmethyl-4-(2-morpholin-4-yl-ethoxy)-benzoic acid), N (ammonia). Run in O1CCOCC1 (dioxane). The product is C(N)(=O)CC1=C(C(=O)O)C=CC(=C1)OCCN1CCOCC1 (2-Carbamoylmethyl-4-(2-morpholin-4-yl-ethoxy)-benzoic acid). Reaction SMILES: C([O:3][C:4]([CH2:6][C:7]1[CH:15]=[C:14]([O:16][CH2:17][CH2:18][N:19]2[CH2:24][CH2:23][O:22][CH2:21][CH2:20]2)[CH:13]=[CH:12][C:8]=1[C:9]([OH:11])=[O:10])=O)C.[NH3:25]>O1CCOCC1>[C:4]([CH2:6][C:7]1[CH:15]=[C:14]([O:16][CH2:17][CH2:18][N:19]2[CH2:24][CH2:23][O:22][CH2:21][CH2:20]2)[CH:13]=[CH:12][C:8]=1[C:9]([OH:11])=[O:10])(=[O:3])[NH2:25]. Reported procedure: A solution of 2-ethoxycarbonylmethyl-4-(2-morpholin-4-yl-ethoxy)-benzoic acid (2.65 g, 10.0 mmole) and saturated ammonia in dioxane (15 mL) in a pressure bottle is stirred and heated using an oil bath at 95° C. overnight. This mixture is cooled and followed by Ic/ms, reaction not complete. The dioxane is evaporated and replaced with 15 mL of 7M ammonia in methanol and heated overnight in a pressure bottle using an oil bath at 70° C., still a small amount of starting material left. The solvent is...